From a dataset of the Open Reaction Database (ORD), a public repository of structured organic reaction records. describe an organic reaction: reactants, conditions, products, and yield The reactants are CC(C)(C)c1ncc(C(C(=O)O)C(C)(C)C)cn1, CN(C)c1ccncc1, C(=NC1CCCCC1)=NC1CCCCC1, ClCCl, COCc1c(F)c(F)c(CO)c(F)c1F. RXN SMILES: [CH3:1][C:2]([CH3:3])([CH3:4])[c:5]1[n:6][cH:7][c:8]([CH:11]([C:12](=[O:13])[OH:14])[C:15]([CH3:16])([CH3:17])[CH3:18])[cH:9][n:10]1.[CH3:49][N:50]([CH3:51])[c:52]1[cH:53][cH:54][n:55][cH:56][cH:57]1.[CH:34]1([N:35]=[C:36]=[N:37][CH:38]2[CH2:39][CH2:40][CH2:41][CH2:42][CH2:43]2)[CH2:44][CH2:45][CH2:46][CH2:47][CH2:48]1.[Cl:58][CH2:59][Cl:60].[F:19][c:20]1[c:21]([CH2:22][OH:23])[c:24]([F:33])[c:25]([F:32])[c:26]([CH2:29][O:30][CH3:31])[c:27]1[F:28]>>[CH3:1][C:2]([CH3:3])([CH3:4])[c:5]1[n:6][cH:7][c:8]([CH:11]([C:12](=[O:13])[O:14][CH2:22][c:21]2[c:20]([F:19])[c:27]([F:28])[c:26]([CH2:29][O:30][CH3:31])[c:25]([F:32])[c:24]2[F:33])[C:15]([CH3:16])([CH3:17])[CH3:18])[cH:9][n:10]1. Yields the product COCc1c(F)c(F)c(COC(=O)C(c2cnc(C(C)(C)C)nc2)C(C)(C)C)c(F)c1F. Starting materials: BrB(Br)Br, O=C([O-])[O-], ClCCl, [Cl-], [Cl-], [K+], [K+], COc1ccc2c(c1)c(C(=O)C(=O)NC1CN3CCC1CC3)cn2C, O. Reaction SMILES: [B:27]([Br:28])([Br:29])[Br:30].[C:32](=[O:33])([O-:34])[O-:35].[CH2:38]([Cl:39])[Cl:40].[Cl-:1].[Cl-:31].[K+:36].[K+:37].[N:2]12[CH2:3][CH:4]([NH:10][C:11]([C:12]([c:13]3[cH:14][n:15]([CH3:24])[c:16]4[cH:17][cH:18][c:19]([O:22][CH3:23])[cH:20][c:21]34)=[O:25])=[O:26])[CH:5]([CH2:6][CH2:7]1)[CH2:8][CH2:9]2.[OH2:41]>>[Cl-:1].[N:2]12[CH2:3][CH:4]([NH:10][C:11]([C:12]([c:13]3[cH:14][n:15]([CH3:24])[c:16]4[cH:17][cH:18][c:19]([OH:22])[cH:20][c:21]34)=[O:25])=[O:26])[CH:5]([CH2:6][CH2:7]1)[CH2:8][CH2:9]2. The product is [Cl-], Cn1cc(C(=O)C(=O)NC2CN3CCC2CC3)c2cc(O)ccc21. Reactants: BrC1=NC=C(C=C1)Br (2,5-dibromopyridin), [Na].N1N=CN=C1 (1,2,4-triazole sodium), C(C)(=O)OCC (ethyl acetate). The solvent is CN(C=O)C (dimethylformamide). Product: N1(N=CN=C1)C1=NC=C(C=C1)Br (2-(1,2,4-triazol-1-yl)-5-bromopyridine). Isolated yield 92.6%. As a reaction SMILES: Br[C:2]1[CH:7]=[CH:6][C:5]([Br:8])=[CH:4][N:3]=1.[Na].[NH:10]1[CH:14]=[N:13][CH:12]=[N:11]1.C(OCC)(=O)C>CN(C)C=O>[N:10]1([C:2]2[CH:7]=[CH:6][C:5]([Br:8])=[CH:4][N:3]=2)[CH:14]=[N:13][CH:12]=[N:11]1 |f:1.2,^1:8|. Procedure: In 20 ml of dimethylformamide, 1 g of 2,5-dibromopyridin was reacted with 0.58 g of 1,2,4-triazole sodium at 80° C. for 10 hours with stirring. Following the addition of ethyl acetate, the organic layer thus separated was washed with brine, dehydrated, filtered, and concentrated in vacuo to give 880 mg of 2-(1,2,4-triazol-1-yl)-5-bromopyridine. This compound was dissolved, along with 1.4 g of (S)-[N-3-(4-trimethylstannyl-3-fluorophenyl)-2-oxo-5-oxazolidinyl]methyl acetamide, in 50 ml of dimethyl... The product is CN1CCN(CC1)CC1=CNC2=CC=CC=C12 (3-(4-Methylpiperazin-1-ylmethyl)-1H-indole). Starting materials: [H-].[Al+3].[Li+].[H-].[H-].[H-] (Lithium aluminum hydride), N1C=C(C2=CC=CC=C12)C(=O)N1CCN(CC1)C ((1H-Indol-3-yl)-(4-methylpiperazin-1-yl)methanone), ice. The solvent is C1CCOC1 (THF), C1CCOC1 (THF). RXN SMILES: [NH:1]1[C:9]2[C:4](=[CH:5][CH:6]=[CH:7][CH:8]=2)[C:3]([C:10]([N:12]2[CH2:17][CH2:16][N:15]([CH3:18])[CH2:14][CH2:13]2)=O)=[CH:2]1.[H-].[Al+3].[Li+].[H-].[H-].[H-]>C1COCC1>[CH3:18][N:15]1[CH2:16][CH2:17][N:12]([CH2:10][C:3]2[C:4]3[C:9](=[CH:8][CH:7]=[CH:6][CH:5]=3)[NH:1][CH:2]=2)[CH2:13][CH2:14]1 |f:1.2.3.4.5.6|. Procedure: (1H-Indol-3-yl)-(4-methylpiperazin-1-yl)methanone (2.44 g, 0.01 moles) in THF was treated with cooled and stirred suspension of Lithium aluminum hydride (g, 0.011 moles in THF slowly over the period of 2 to 5 hours, the reaction mixture was heated to reflux for 2-4 hours, after the completion of reaction, the reaction mixture was poured on to the ice and the compound was extracted in ethyl acetate. The residue obtained was purified by flash chromatography (silica gel, EtOAc/Hexanes, 2/8) to affo... Reactants: C(C)(=O)OC(C)=O (acetic anhydride), compound A2, C(C)OC=1C=C(C=CC1OCC)C1=NN(C([C@@H]2CC=CC[C@H]12)=O)C1CCN(CC1)S(=O)(=O)C1=CC=C(C=C1)C ((4aS,8aR)-4-(3,4-Diethoxyphenyl)-2-[1-(toluene-4-sulfonyl)-piperidin-4-yl]-4a,5,8,8a-tetrahydro-2H-phthalazin-1-one). The product is C(C)(=O)N1CCC(CC1)N1C([C@@H]2CC=CC[C@@H]2C(=N1)C1=CC(=C(C=C1)OCC)OCC)=O ((4aS,8aR)-2-(1-Acetyl-piperidin-4-yl)-4-(3,4-diethoxyphenyl)-4a,5,8,8a-tetrahydro-2H-phthalazin-1-one). RXN SMILES: [C:1](OC(=O)C)(=[O:3])[CH3:2].[CH2:8]([O:10][C:11]1[CH:12]=[C:13]([C:20]2[C@@H:29]3[C@@H:24]([CH2:25][CH:26]=[CH:27][CH2:28]3)[C:23](=[O:30])[N:22]([CH:31]3[CH2:36][CH2:35][N:34](S(C4C=CC(C)=CC=4)(=O)=O)[CH2:33][CH2:32]3)[N:21]=2)[CH:14]=[CH:15][C:16]=1[O:17][CH2:18][CH3:19])[CH3:9]>>[C:1]([N:34]1[CH2:35][CH2:36][CH:31]([N:22]2[N:21]=[C:20]([C:13]3[CH:14]=[CH:15][C:16]([O:17][CH2:18][CH3:19])=[C:11]([O:10][CH2:8][CH3:9])[CH:12]=3)[C@@H:29]3[C@@H:24]([CH2:25][CH:26]=[CH:27][CH2:28]3)[C:23]2=[O:30])[CH2:32][CH2:33]1)(=[O:3])[CH3:2]. Procedure details: Prepared from acetic anhydride and starting compound A2 as described for compound 1. Crystallised from diethyl ether. M.p. 148-150° C.